From a dataset of the Open Reaction Database (ORD), a public repository of structured organic reaction records. describe an organic reaction: reactants, conditions, products, and yield The reactants are O=C(O)C(Br)Br, O=C([O-])[O-], CN(C)C=O, Cc1cc(O)c(O)cc1S(=O)(=O)c1ccccc1Cl, Cl, [K+], [K+]. Yields the product Cc1cc2c(cc1S(=O)(=O)c1ccccc1Cl)OC(C(=O)O)O2. As a reaction SMILES: [Br:26][CH:27]([C:28](=[O:29])[OH:30])[Br:31].[C:20](=[O:21])([O-:22])[O-:23].[CH3:33][N:34]([CH3:35])[CH:36]=[O:37].[Cl:1][c:2]1[c:3]([S:8](=[O:9])(=[O:10])[c:11]2[cH:12][c:13]([OH:19])[c:14]([OH:18])[cH:15][c:16]2[CH3:17])[cH:4][cH:5][cH:6][cH:7]1.[ClH:32].[K+:24].[K+:25]>>[Cl:1][c:2]1[c:3]([S:8](=[O:9])(=[O:10])[c:11]2[cH:12][c:13]3[c:14]([cH:15][c:16]2[CH3:17])[O:18][CH:27]([C:28](=[O:29])[OH:30])[O:19]3)[cH:4][cH:5][cH:6][cH:7]1.